From a dataset of the Open Reaction Database (ORD), a public repository of structured organic reaction records. describe an organic reaction: reactants, conditions, products, and yield Starting materials: C(C)OC(CCCCCCCCCC=CC1=CC(=CC=C1)[N+](=O)[O-])=O (Ethyl-12-(m-nitrophenyl)-11-dodecenoate). Reagents/catalysts: [Pd] (Pd/C). The solvent is C(C)(=O)OCC (ethyl acetate). Reaction conditions: time 4 hour. The product is compound 5, C(C)OC(CCCCCCCCCCCC1=CC(=CC=C1)N)=O (ethyl-12-(m-aminophenyl)-dodecanoate). Yield: 97.5%. As a reaction SMILES: [CH2:1]([O:3][C:4](=[O:25])[CH2:5][CH2:6][CH2:7][CH2:8][CH2:9][CH2:10][CH2:11][CH2:12][CH2:13][CH:14]=[CH:15][C:16]1[CH:21]=[CH:20][CH:19]=[C:18]([N+:22]([O-])=O)[CH:17]=1)[CH3:2]>C(OCC)(=O)C.[Pd]>[CH2:1]([O:3][C:4](=[O:25])[CH2:5][CH2:6][CH2:7][CH2:8][CH2:9][CH2:10][CH2:11][CH2:12][CH2:13][CH2:14][CH2:15][C:16]1[CH:21]=[CH:20][CH:19]=[C:18]([NH2:22])[CH:17]=1)[CH3:2]. Procedure details: Ethyl-12-(m-nitrophenyl)-11-dodecenoate (9.76 g, 28.1 mmol was dissolved in ethyl acetate (55 ml). The solution was hydrogenated over 5% Pd/C (0.346 g) at room temperature and at an initial pressure of 45 psi for four hours. The reaction mixture was filtered through Celite and the solvent was removed under reduced pressure to yield an oily residue. The crude product was purified by column chromatography (80 g silica gel, hexanes:ethyl acetate, discontinuous gradient 10:1-2:1) to yield the reduce... Yield: 95.0%. Run in N1=CC=CC=C1 (pyridine). As a reaction SMILES: [CH3:1][C@@:2]12[C@:10]([OH:13])([C:11]#[CH:12])[CH2:9][CH2:8][C@H:7]1[C@@H:6]1[CH2:14][CH2:15][C:16]3[C@@H:22]([C@H:5]1[CH2:4][CH2:3]2)[CH2:21][CH2:20][C:18](=O)[CH:17]=3.Cl.[NH2:24][OH:25]>N1C=CC=CC=1>[CH3:1][C@@:2]12[C@:10]([OH:13])([C:11]#[CH:12])[CH2:9][CH2:8][C@H:7]1[C@@H:6]1[CH2:14][CH2:15][C:16]3[C@@H:22]([C@H:5]1[CH2:4][CH2:3]2)[CH2:21][CH2:20]/[C:18](=[N:24]\[OH:25])/[CH:17]=3 |f:1.2|. Procedure details: A solution of norethindrone, 6.5 m moles, and hydroxylamine hydrochloride, 16.4 m moles, in 10 ml of dried pyridine was stirred at room temperature for 48 hours. The progress of the reaction was followed by tlc (thin layer chromatography). The reaction mixture was then heated at 98°C. (bath temperature) for 15 minutes, allowed to cool to 55°C and the pyridine was evaporated in vacuo. The residue was extracted with ether. Drying and removal of the ether gave a residue which was recrystallized fro... Product: C[C@]12CC[C@H]3[C@H]([C@@H]1CC[C@]2(C#C)O)CCC4=C/C(=N/O)/CC[C@H]34 (norethindrone oxime). The reactants are C[C@]12CC[C@H]3[C@H]([C@@H]1CC[C@]2(C#C)O)CCC4=CC(=O)CC[C@H]34 (norethindrone), Cl.NO (hydroxylamine hydrochloride). Reaction conditions: temperature 98 celsius. Starting materials: Cc1c(C(=O)O)oc2ccccc12, CNOC. The reagents and catalysts are CN(C)C(=[N+](C)C)ON1C2=C(C=CC=N2)N=N1.F[P-](F)(F)(F)(F)F (HATU), CCN(C(C)C)C(C)C (DIPEA). Run in CN(C)C=O (DMF), CN(C)C=O (DMF), CN(C)C=O (DMF), CN(C)C=O (DMF), CN(C)C=O (DMF), CN(C)C=O (DMF). Run at temperature 25 celsius, time 2 hour. The product is CON(C)C(=O)c1oc2ccccc2c1C. The yield is 86.1%. As a reaction SMILES: CNOC.Cc1c(C(=O)O)oc2ccccc12.CN(C)C(=[N+](C)C)ON1C2=C(C=CC=N2)N=N1.F[P-](F)(F)(F)(F)F.CCN(C(C)C)C(C)C.CN(C)C=O>>CON(C)C(=O)c1oc2ccccc2c1C. The reactants are [OH-].[Na+] (sodium hydroxide), CC1(C(CCC(C1)C=1SC(=CN1)C1=CC(=CC(=C1)NC1=NC=CC(=N1)C(F)(F)F)C)C(=O)OC)C (methyl 2,2-dimethyl-4-[5-(3-methyl-5-{[4-(trifluoromethyl)pyrimidin-2-yl]amino}phenyl)-1,3-thiazol-2-yl]cyclohexanecarboxylate), Cl (hydrochloric acid). The solvent is CO (methanol). Reaction conditions: temperature 100 celsius. Yields the product CC1(C(CCC(C1)C=1SC(=CN1)C1=CC(=CC(=C1)NC1=NC=CC(=N1)C(F)(F)F)C)C(=O)O)C (2,2-dimethyl-4-[5-(3-methyl-5-{[4-(trifluoromethyl)pyrimidin-2-yl]amino}phenyl)-1,3-thiazol-2-yl]cyclohexanecarboxylic acid). Reaction SMILES: [CH3:1][C:2]1([CH3:35])[CH2:7][CH:6]([C:8]2[S:9][C:10]([C:13]3[CH:18]=[C:17]([NH:19][C:20]4[N:25]=[C:24]([C:26]([F:29])([F:28])[F:27])[CH:23]=[CH:22][N:21]=4)[CH:16]=[C:15]([CH3:30])[CH:14]=3)=[CH:11][N:12]=2)[CH2:5][CH2:4][CH:3]1[C:31]([O:33]C)=[O:32].[OH-].[Na+].Cl>CO>[CH3:1][C:2]1([CH3:35])[CH2:7][CH:6]([C:8]2[S:9][C:10]([C:13]3[CH:18]=[C:17]([NH:19][C:20]4[N:25]=[C:24]([C:26]([F:29])([F:28])[F:27])[CH:23]=[CH:22][N:21]=4)[CH:16]=[C:15]([CH3:30])[CH:14]=3)=[CH:11][N:12]=2)[CH2:5][CH2:4][CH:3]1[C:31]([OH:33])=[O:32] |f:1.2|. Procedure: The product from Step 2 (87 mg, 0.17 mmol) was dissolved in methanol (2.9 ml) and 1 M aqueous sodium hydroxide (0.8 ml, 0.8 mmol) was added. The reaction was heated overnight at 100° C. The reaction was then cooled, acidified with hydrochloric acid (2 M in H2O, 0.4 mL) and then concentrated under reduced pressure to afford crude 2,2-dimethyl-4-[5-(3-methyl-5-{[4-(trifluoromethyl)pyrimidin-2-yl]amino}phenyl)-1,3-thiazol-2-yl]cyclohexanecarboxylic acid that was used in the next step without furthe... The reactants are CCOCC (ether), NC1CCC2=C(NC=3C(=CC=C1C23)Cl)C2=CC=C(C=C2)C(=O)OC (5-amino-8-chloro-2-(4-methoxycarbonylphenyl)-1,3,4,5-tetrahydrobenz[cd]indole), [H-].[Al+3].[Li+].[H-].[H-].[H-] (lithium aluminum hydride), O (water), O (water). Run in O1CCCC1 (tetrahydrofuran), C(C)(=O)OCC (ethyl acetate). Run at time 1 hour. Product: NC1CCC2=C(NC=3C(=CC=C1C23)Cl)C2=CC=C(C=C2)CO (5-amino-8-chloro-2-(4-hydroxymethylphenyl)-1,3,4,5-tetrahydrobenz[cd]indole). Isolated yield 69.9%. Reaction SMILES: [NH2:1][CH:2]1[C:12]2[C:13]3[C:5](=[C:6]([C:15]4[CH:20]=[CH:19][C:18]([C:21](OC)=[O:22])=[CH:17][CH:16]=4)[NH:7][C:8]=3[C:9]([Cl:14])=[CH:10][CH:11]=2)[CH2:4][CH2:3]1.[H-].[Al+3].[Li+].[H-].[H-].[H-].O.CCOCC>O1CCCC1.C(OCC)(=O)C>[NH2:1][CH:2]1[C:12]2[C:13]3[C:5](=[C:6]([C:15]4[CH:20]=[CH:19][C:18]([CH2:21][OH:22])=[CH:17][CH:16]=4)[NH:7][C:8]=3[C:9]([Cl:14])=[CH:10][CH:11]=2)[CH2:4][CH2:3]1 |f:1.2.3.4.5.6|. Reported procedure: A portion (170 mg) of the compound obtained in Example 171 was dissolved in anhydrous tetrahydrofuran (10 ml) and to the solution was added lithium aluminum hydride (76 mg). The mixture was stirred for 1 hour at room temperature. To the reaction mixture were added water-containing ether, then water and ethyl acetate, under cooling with ice. The insoluble matter was filtered off, followed by phase separation of the filtrate. The aqueous layer was extracted three times with ethyl acetate. The orga... The reactants are C(C=C)(=O)OCC (ethyl acrylate), OC(C(=O)OCC)CC(CC)O (ethyl 2,4-dihydroxyhexanoate), ( 4 ), C(C)C1CC(C(=O)O1)O (4-ethyl-2-hydroxy-γ-butyrolactone), ( 6 ). Run in C(CC)O (n-propyl alcohol). The product is C(\C=C\C=C\C)(=O)OCC (ethyl sorbate). As a reaction SMILES: C(OCC)(=O)C=C.O[CH:9]([CH2:15][CH:16](O)[CH2:17][CH3:18])[C:10]([O:12][CH2:13][CH3:14])=[O:11].C(C1OC(=O)C(O)C1)C>C(O)CC>[C:10]([O:12][CH2:13][CH3:14])(=[O:11])/[CH:9]=[CH:15]/[CH:16]=[CH:17]/[CH3:18]. Procedure: For example, when n-propyl alcohol is allowed to react with ethyl acrylate, ethyl 2,4-dihydroxyhexanoate corresponding to Formula (4) and 4-ethyl-2-hydroxy-γ-butyrolactone corresponding to Formula (6) are formed under some conditions in addition to the target ethyl sorbate. Starting materials: CCO, O=[N+]([O-])c1ccccc1B(O)O. Yields the product Nc1ccccc1B(O)O. Reaction SMILES: [CH3:13][CH2:14][OH:15].[N+:1]([O-:2])(=[O:3])[c:4]1[c:5]([B:10]([OH:11])[OH:12])[cH:6][cH:7][cH:8][cH:9]1>>[NH2:1][c:4]1[c:5]([B:10]([OH:11])[OH:12])[cH:6][cH:7][cH:8][cH:9]1. Starting materials: BrC=1C=C2C(=CC=NC2=CC1)Cl (6-bromo-4-chloroquinoline), [H-].[Na+] (NaH), oil, C(C1=CC=CC=C1)O (benzyl alcohol). The solvent is CN(C)C=O (DMF). Run at temperature 100 celsius, time 30 minute. Yields the product C(C1=CC=CC=C1)OC1=CC=NC2=CC=C(C=C12)Br (4-(benzyloxy)-6-bromoquinoline). The yield is 73.0%. Reaction SMILES: [H-].[Na+].[CH2:3]([OH:10])[C:4]1[CH:9]=[CH:8][CH:7]=[CH:6][CH:5]=1.[Br:11][C:12]1[CH:13]=[C:14]2[C:19](=[CH:20][CH:21]=1)[N:18]=[CH:17][CH:16]=[C:15]2Cl>CN(C=O)C>[CH2:3]([O:10][C:15]1[C:14]2[C:19](=[CH:20][CH:21]=[C:12]([Br:11])[CH:13]=2)[N:18]=[CH:17][CH:16]=1)[C:4]1[CH:9]=[CH:8][CH:7]=[CH:6][CH:5]=1 |f:0.1|. Reported procedure: To a solution of 60% NaH in mineral oil (1.75 equiv.) in DMF (0.5 M) was added benzyl alcohol (2.5 equiv.) dropwise. After stirring for 30 minutes, 6-bromo-4-chloroquinoline (1.0 equiv.) was added and the solution was heated in a microwave at 100° C. for 30 minutes. Upon cooling, the solution was partitioned between EtOAc and H2O. Upon separation, the organic layer was washed further with H2O (3×) and NaCl(sat.), dried over MgSO4, concentrated and triturated with hexanes to yield 4-(benzyloxy)-6...